This data is from the Open Reaction Database (ORD), a public repository of structured organic reaction records. The task is: describe an organic reaction: reactants, conditions, products, and yield Reactants: OO (perhydrol), C(C)(=O)C1=CCCC1 (1-acetyl-cyclopent-1-ene), [OH-].[Na+] (sodium hydroxide). Run in O (water), CO (methanol). Conditions: time 1 hour. The product is C(C)(=O)C12C(CCC1)O2 (1-acetyl-1,2-epoxy-cyclopentane). Reaction SMILES: [C:1]([C:4]1[CH2:8][CH2:7][CH2:6][CH:5]=1)(=[O:3])[CH3:2].[OH:9]O.[OH-].[Na+]>CO.O>[C:1]([C:4]12[O:9][CH:5]1[CH2:6][CH2:7][CH2:8]2)(=[O:3])[CH3:2] |f:2.3|. Procedure: A solution of 11.02 g of 1-acetyl-cyclopent-1-ene in 50 ml of methanol is cooled to -10°C and mixed with 28.8 ml of perhydrol within 5 minutes. In the course of 1 hour, while stirring and cooling, 8.25 ml of 6N-sodium hydroxide solution are added, the whole is stirred for 1/2 hour at room temperature, diluted with 125 ml of water and extracted with pentane. The pentane solution is washed neutral with sodium chloride solution and the pentane is distilled off through a Vigreux column. The residue ... Starting materials: CON=C(C(=O)NC1[C@@H]2N(C(=C(CS2)C#C)C(=O)[O-])C1=O)C=1N=C(SC1)N.[Na+] (sodium 7-[2-methoxyimino-2-(2-aminothiazol-4-yl)acetamido]-3-ethynyl-3-cephem-4-carboxylate), C(C(C)(C)C)(=O)OCI (iodomethyl pivalate), O (water), resultant mixture. Run in C(C)(=O)OCC (ethyl acetate). Yields the product CON=C(C(=O)NC1[C@@H]2N(C(=C(CS2)C#C)C(=O)OCOC(C(C)(C)C)=O)C1=O)C=1N=C(SC1)N (pivaloyloxymethyl 7-[2-methoxyimino-2-(2-aminothiazol-4-yl)-acetamido]-3-ethynyl-3-cephem-4-carboxylate). The yield is 61.4%. Reaction SMILES: [CH3:1][O:2][N:3]=[C:4]([C:22]1[N:23]=[C:24]([NH2:27])[S:25][CH:26]=1)[C:5]([NH:7][CH:8]1[C:20](=[O:21])[N:10]2[C:11]([C:17]([O-:19])=[O:18])=[C:12]([C:15]#[CH:16])[CH2:13][S:14][C@H:9]12)=[O:6].[Na+].[C:29]([O:35][CH2:36]I)(=[O:34])[C:30]([CH3:33])([CH3:32])[CH3:31].O>C(OCC)(=O)C>[CH3:1][O:2][N:3]=[C:4]([C:22]1[N:23]=[C:24]([NH2:27])[S:25][CH:26]=1)[C:5]([NH:7][CH:8]1[C:20](=[O:21])[N:10]2[C:11]([C:17]([O:19][CH2:36][O:35][C:29](=[O:34])[C:30]([CH3:33])([CH3:32])[CH3:31])=[O:18])=[C:12]([C:15]#[CH:16])[CH2:13][S:14][C@H:9]12)=[O:6] |f:0.1|. Reported procedure: To a solution of sodium 7-[2-methoxyimino-2-(2-aminothiazol-4-yl)acetamido]-3-ethynyl-3-cephem-4-carboxylate (syn isomer) (1.1 g) was added iodomethyl pivalate (0.744 g) under ice-cooling and the resultant mixture was stirred at the same temperature for 10 minutes. After the reaction mixture was added to a stirred mixture of water and ethyl acetate, the separated organic solution was washed in turn with water, saturated aqueous sodium bicarbonate and brine, and dried over magnesium sulfate. The ... The reactants are ClCCCS(=O)(=O)N1CCC(CC1)C1=NNC2=C(C=C(C=C12)C1=CC=CC=C1)C(=O)N (3-{1-[(3-chloropropyl)sulfonyl]-4-piperidinyl}-5-phenyl-1H-indazole-7-carboxamide), ClCCCS(=O)(=O)N1CCC(CC1)C1=NNC2=C(C=C(C=C12)C1=CC=CC=C1)C(=O)N (3-{1-[(3-chloropropyl)sulfonyl]-4-piperidinyl}-5-phenyl-1H-indazole-7-carboxamide), C(=O)([O-])[O-].[K+].[K+] (K2CO3), N1C(CNCC1)CCO (2-(2-piperazinyl)ethanol), [I-].[Na+] (sodium iodide). Run in C(C)#N (acetonitrile). Reaction conditions: temperature 60 celsius, time 1 minute. The product is OCCC1CN(CCN1)CCCS(=O)(=O)N1CCC(CC1)C1=NNC2=C(C=C(C=C12)C1=CC=CC=C1)C(=O)N (3-[1-({3-[3-(2-hydroxyethyl)-1-piperazinyl]propyl}sulfonyl)-4-piperidinyl]-5-phenyl-1H-indazole-7-carboxamide). The yield is 29.0%. Reaction SMILES: Cl[CH2:2][CH2:3][CH2:4][S:5]([N:8]1[CH2:13][CH2:12][CH:11]([C:14]2[C:22]3[C:17](=[C:18]([C:29]([NH2:31])=[O:30])[CH:19]=[C:20]([C:23]4[CH:28]=[CH:27][CH:26]=[CH:25][CH:24]=4)[CH:21]=3)[NH:16][N:15]=2)[CH2:10][CH2:9]1)(=[O:7])=[O:6].C([O-])([O-])=O.[K+].[K+].[NH:38]1[CH2:43][CH2:42][NH:41][CH2:40][CH:39]1[CH2:44][CH2:45][OH:46].[I-].[Na+]>C(#N)C>[OH:46][CH2:45][CH2:44][CH:39]1[NH:38][CH2:43][CH2:42][N:41]([CH2:2][CH2:3][CH2:4][S:5]([N:8]2[CH2:13][CH2:12][CH:11]([C:14]3[C:22]4[C:17](=[C:18]([C:29]([NH2:31])=[O:30])[CH:19]=[C:20]([C:23]5[CH:28]=[CH:27][CH:26]=[CH:25][CH:24]=5)[CH:21]=4)[NH:16][N:15]=3)[CH2:10][CH2:9]2)(=[O:7])=[O:6])[CH2:40]1 |f:1.2.3,5.6|. Procedure details: To a solution of 3-{1-[(3-chloropropyl)sulfonyl]-4-piperidinyl}-5-phenyl-1H-indazole-7-carboxamide (Intermediate 22) (20 mg, 0.0435 mmol) in acetonitrile (1 mL) was added K2CO3 (27 mg, 0.174 mmol), 2-(2-piperazinyl)ethanol (20 uL, 0.219 mmol) and sodium iodide (0.8 mg, 0.00435 mmol). The reaction mixture was heated to 60° C. for 14 hrs. The solution was filtered and concentrated. The residue was purified by using a Gilson semi-preparative HPLC system with a YMC ODS-A (C-18) column 50 mm by 20 mm... The reactants are C(C)OC1=C(C=CC=C1)C1=NN2C(C(N1)=O)=C(N=C2C2CCCC2)C (2-(2-ethoxyphenyl)-5-methyl-7-cyclopentyl-3H-imidazo[5,1-f][1,2,4]-triazin-4-one), S(O)(=O)(=O)Cl (chlorosulphuric acid). The solvent is ice water. Reaction conditions: time 8 hour. The product is C(C)OC1=C(C=C(C=C1)S(=O)(=O)Cl)C1=NN2C(C(N1)=O)=C(N=C2C2CCCC2)C (4-Ethoxy-3-(5-methyl-4-oxo-7-cyclopentyl-3,4-dihydro-imidazo[5,1-f][1,2,4]-triazin-2-yl)-benzenesulphonyl chloride). Reaction SMILES: [CH2:1]([O:3][C:4]1[CH:9]=[CH:8][CH:7]=[CH:6][C:5]=1[C:10]1[NH:15][C:14](=[O:16])[C:13]2=[C:17]([CH3:25])[N:18]=[C:19]([CH:20]3[CH2:24][CH2:23][CH2:22][CH2:21]3)[N:12]2[N:11]=1)[CH3:2].[S:26]([Cl:30])(=O)(=[O:28])[OH:27]>>[CH2:1]([O:3][C:4]1[CH:9]=[CH:8][C:7]([S:26]([Cl:30])(=[O:28])=[O:27])=[CH:6][C:5]=1[C:10]1[NH:15][C:14](=[O:16])[C:13]2=[C:17]([CH3:25])[N:18]=[C:19]([CH:20]3[CH2:24][CH2:23][CH2:22][CH2:21]3)[N:12]2[N:11]=1)[CH3:2]. Procedure: At 0° C., 7.0 g (20.7 mmol) of 2-(2-ethoxyphenyl)-5-methyl-7-cyclopentyl-3H-imidazo[5,1-f][1,2,4]-triazin-4-one (Example 15A) are added carefully to 24.1 g (207 mmol) of chlorosulphuric acid. The mixture is allowed to warm to room temperature and stirred overnight. The solution is carefully added to 200 ml of ice-water and extracted twice with dichloromethane. The combined organic phases are dried over sodium sulphate and the solvent is distilled off under reduced pressure. The sulphonyl chlorid... Reactants: N1CCCCC1 (piperidine), C(#N)C1=CNC2=CC=C(C=C12)CCNC(C1=CC=C(C=C1)C1=NC(=NC=C1)Cl)=O (N-[2-(3-Cyano-1H-indol-5-yl)-ethyl]-4-[2-chloro-pyrimidin-4-yl]-benzamide). Yields the product C(#N)C1=CNC2=CC=C(C=C12)CCNC(C1=CC=C(C=C1)C1=NC(=NC=C1)N1CCCCC1)=O (N-[2-(3-cyano-1H-indol-5-yl)-ethyl]-4-(2-piperidin-1-yl-pyrimidin-4-yl)-benzamide). As a reaction SMILES: [NH:1]1[CH2:6][CH2:5][CH2:4][CH2:3][CH2:2]1.[C:7]([C:9]1[C:17]2[C:12](=[CH:13][CH:14]=[C:15]([CH2:18][CH2:19][NH:20][C:21](=[O:35])[C:22]3[CH:27]=[CH:26][C:25]([C:28]4[CH:33]=[CH:32][N:31]=[C:30](Cl)[N:29]=4)=[CH:24][CH:23]=3)[CH:16]=2)[NH:11][CH:10]=1)#[N:8]>>[C:7]([C:9]1[C:17]2[C:12](=[CH:13][CH:14]=[C:15]([CH2:18][CH2:19][NH:20][C:21](=[O:35])[C:22]3[CH:27]=[CH:26][C:25]([C:28]4[CH:33]=[CH:32][N:31]=[C:30]([N:1]5[CH2:6][CH2:5][CH2:4][CH2:3][CH2:2]5)[N:29]=4)=[CH:24][CH:23]=3)[CH:16]=2)[NH:11][CH:10]=1)#[N:8]. Reported procedure: Using piperidine and N-[2-(3-Cyano-1H-indol-5-yl)-ethyl]-4-[2-chloro-pyrimidin-4-yl]-benzamide (reference example 1az) as substrates. 1H NMR (DMSO) δ 1.6 (m, 6H); 2.98 (m, 2H); 3.55 (m, 2H); 3.84 (m, 4H); 7.19 (m, 2H); 7.49 (m, 2H); 7.93 (d, 2H, J=8 Hz); 8.20 (m, 31H); 8.44 (d, 1H, J=5 Hz); 8.69 (bt, 1H); 12.14 (bs, 1H). MS (ion spray) m/z 451 (M+H)+. The product is CC(=O)N1CCN(c2ccc(Nc3nc(Nc4cccc(S(N)(=O)=O)c4)c4ccn(S(=O)(=O)c5ccc(C)cc5)c4n3)cc2)CC1. As a reaction SMILES: [CH3:48][Si:49]([Cl:50])([CH3:51])[CH3:52].[Cl:1][c:2]1[n:3][c:4]([NH:21][c:22]2[cH:23][c:24]([S:28](=[O:29])(=[O:30])[NH2:31])[cH:25][cH:26][cH:27]2)[c:5]2[c:6]([n:7]1)[n:8]([S:11](=[O:12])(=[O:13])[c:14]1[cH:15][cH:16][c:17]([CH3:18])[cH:19][cH:20]1)[cH:9][cH:10]2.[NH2:32][c:33]1[cH:34][cH:35][c:36]([N:39]2[CH2:40][CH2:41][N:42]([C:45]([CH3:46])=[O:47])[CH2:43][CH2:44]2)[cH:37][cH:38]1.[O:53]1[CH2:54][CH2:55][O:56][CH2:57][CH2:58]1>>[c:2]1([NH:32][c:33]2[cH:34][cH:35][c:36]([N:39]3[CH2:40][CH2:41][N:42]([C:45]([CH3:46])=[O:47])[CH2:43][CH2:44]3)[cH:37][cH:38]2)[n:3][c:4]([NH:21][c:22]2[cH:23][c:24]([S:28](=[O:29])(=[O:30])[NH2:31])[cH:25][cH:26][cH:27]2)[c:5]2[c:6]([n:7]1)[n:8]([S:11](=[O:12])(=[O:13])[c:14]1[cH:15][cH:16][c:17]([CH3:18])[cH:19][cH:20]1)[cH:9][cH:10]2. Reactants: C[Si](C)(C)Cl, Cc1ccc(S(=O)(=O)n2ccc3c(Nc4cccc(S(N)(=O)=O)c4)nc(Cl)nc32)cc1, CC(=O)N1CCN(c2ccc(N)cc2)CC1, C1COCCO1. Starting materials: NN (hydrazine), COC(C1=CC(=CC=C1)C=1N=C(SC1)NC=NN)=O (3-[2-[(aminoiminomethyl)amino]-4-thiazolyl]benzoic acid methyl ester), Cl (HCl). Run in C(C)O (ethanol). Conditions: time 1 hour. Yields the product Cl.NN=CNC=1SC=C(N1)C=1C=C(C(=O)NN)C=CC1 (3-[2-[(Aminoiminomethyl)Amino]-4-Thiazolyl]Benzoic Acid Hydrazide, Hydrochloride). Reaction SMILES: [NH2:1][NH2:2].C[O:4][C:5](=O)[C:6]1[CH:11]=[CH:10][CH:9]=[C:8]([C:12]2[N:13]=[C:14]([NH:17][CH:18]=[N:19][NH2:20])[S:15][CH:16]=2)[CH:7]=1.[ClH:22]>C(O)C>[ClH:22].[NH2:20][N:19]=[CH:18][NH:17][C:14]1[S:15][CH:16]=[C:12]([C:8]2[CH:7]=[C:6]([CH:11]=[CH:10][CH:9]=2)[C:5]([NH:1][NH2:2])=[O:4])[N:13]=1 |f:4.5|. Procedure: To 10 ml. of 95% hydrazine is added 3-[2-[(aminoiminomethyl)amino]-4-thiazolyl]benzoic acid methyl ester (1.1 g., 0.004 mole). This is stirred for 1 hour at room temperature. The product precipitates out and is filtered off and rinsed with ethanol. The filtrate is reduced to dryness and ethanol is added to the residue, and the insoluble material is filtered off and combined with previously filtered solid to give a crude yield of about 1 g. of the carboxhydrazide. This crude solid is added to 40 ... Starting materials: ClC=1C=C(C[C@H]2N(CCN(C2)CCO)C(C2=CC(=CC(=C2)C(F)(F)F)C(F)(F)F)=O)C=CC1Cl ((2R)-2-(3,4-dichlorobenzyl)-1-[3,5-bis(trifluoromethyl)benzoyl]-4-(2-hydroxyethyl)piperazine), Cl (hydrogen chloride). Run in C(C)(=O)OCC (ethyl acetate), C(C)(=O)OCC (ethyl acetate). Product: Cl.ClC=1C=C(C[C@H]2N(CCN(C2)CCO)C(C2=CC(=CC(=C2)C(F)(F)F)C(F)(F)F)=O)C=CC1Cl ((2R)-2-(3,4-dichlorobenzyl)-1-[3,5-bis(trifluoromethyl)benzoyl]-4-(2-hydroxyethyl)piperazine hydrochloride). Isolated yield 168.4%. RXN SMILES: [Cl:1][C:2]1[CH:3]=[C:4]([CH:31]=[CH:32][C:33]=1[Cl:34])[CH2:5][C@@H:6]1[CH2:11][N:10]([CH2:12][CH2:13][OH:14])[CH2:9][CH2:8][N:7]1[C:15](=[O:30])[C:16]1[CH:21]=[C:20]([C:22]([F:25])([F:24])[F:23])[CH:19]=[C:18]([C:26]([F:29])([F:28])[F:27])[CH:17]=1.Cl>C(OCC)(=O)C>[ClH:1].[Cl:1][C:2]1[CH:3]=[C:4]([CH:31]=[CH:32][C:33]=1[Cl:34])[CH2:5][C@@H:6]1[CH2:11][N:10]([CH2:12][CH2:13][OH:14])[CH2:9][CH2:8][N:7]1[C:15](=[O:30])[C:16]1[CH:17]=[C:18]([C:26]([F:28])([F:27])[F:29])[CH:19]=[C:20]([C:22]([F:25])([F:24])[F:23])[CH:21]=1 |f:3.4|. Reported procedure: A solution of (2R)-2-(3,4-dichlorobenzyl)-1-[3,5-bis(trifluoromethyl)benzoyl]-4-(2-hydroxyethyl)piperazine (50 mg) in ethyl acetate (3 ml) was treated with 4N hydrogen chloride in ethyl acetate solution (0.2 ml) and the resulting mixture was concentrated in vacuo to give (2R)-2-(3,4-dichlorobenzyl)-1-[3,5-bis(trifluoromethyl)benzoyl]-4-(2-hydroxyethyl)piperazine hydrochloride (45 mg) as a powder. The reactants are CC1(OB(OC1(C)C)C1=CC=C(C=C1)C1(CCC1)C#N)C (1-(4-(4,4,5,5-tetramethyl-1,3,2-dioxaborolan-2-yl)phenyl)cyclobutane carbonitrile), B.C1CCOC1 (BH3.THF). The product is CC1(OB(OC1(C)C)C1=CC=C(C=C1)C1(CCC1)CN)C ((1-(4-(4,4,5,5-tetramethyl-1,3,2-dioxaborolan-2-yl)phenyl)cyclobutyl)methanamine). Yield: 92.0%. As a reaction SMILES: [CH3:1][C:2]1([CH3:21])[C:6]([CH3:8])([CH3:7])[O:5][B:4]([C:9]2[CH:14]=[CH:13][C:12]([C:15]3([C:19]#[N:20])[CH2:18][CH2:17][CH2:16]3)=[CH:11][CH:10]=2)[O:3]1.B.C1COCC1>>[CH3:7][C:6]1([CH3:8])[C:2]([CH3:1])([CH3:21])[O:3][B:4]([C:9]2[CH:10]=[CH:11][C:12]([C:15]3([CH2:19][NH2:20])[CH2:16][CH2:17][CH2:18]3)=[CH:13][CH:14]=2)[O:5]1 |f:1.2|. Reported procedure: Following the procedure outlined for Example 666, 1-(4-(4,4,5,5-tetramethyl-1,3,2-dioxaborolan-2-yl)phenyl)cyclobutane carbonitrile (4.0 g, 14 mmol) was reacted with BH3.THF (1.0 M in THF, 60 mL, 60 mmol) to afford the desired product (3.7 g, 91%) as a yellow oil: ESI MS m/z 288 [C11H2BNO2+H]+. Starting materials: FC1=C(C=CC=C1F)C(C)=O (2′,3′-difluoroacetophenone), FC1=CC=C(C=C1)C1=NC=C(C(=O)O)C=C1 (6-(4-fluorophenyl)nicotinic acid). Yields the product FC1=C(C=CC=C1F)C1=NC=C(C(=O)O)C=C1 (6-(2,3-Difluorophenyl)nicotinic acid). Reaction SMILES: [F:1][C:2]1[C:7]([F:8])=[CH:6][CH:5]=[CH:4][C:3]=1[C:9](=O)[CH3:10].FC1C=CC(C2C=[CH:26][C:22]([C:23]([OH:25])=[O:24])=[CH:21][N:20]=2)=CC=1>>[F:1][C:2]1[C:7]([F:8])=[CH:6][CH:5]=[CH:4][C:3]=1[C:9]1[CH:10]=[CH:26][C:22]([C:23]([OH:25])=[O:24])=[CH:21][N:20]=1. Procedure: The title compound was prepared from 2′,3′-difluoroacetophenone using the procedures outlined for 6-(4-fluorophenyl)nicotinic acid (D1-D3).